Dataset: the Open Reaction Database (ORD), a public repository of structured organic reaction records. Task: describe an organic reaction: reactants, conditions, products, and yield Starting materials: FC1=C(C=CC(=C1)F)C1=NC(=NC=N1)NC1=CC(=CC=C1)CS(=O)(=O)C (4-(2,4-difluorophenyl)-N-{3-[(methylsulfonyl)methyl]phenyl}-1,3,5-triazin-2-amine), intermediate 42.1, C1(CCC1)O (cyclobutanol). The product is C1(CCC1)OC1=C(C=CC(=C1)F)C1=NC(=NC=N1)NC1=CC(=CC=C1)CS(=O)(=O)C (4-[2-(Cyclobutyloxy)-4-fluorophenyl]-N-{3-[(methylsulfonyl)methyl]phenyl}-1,3,5-triazin-2-amine). RXN SMILES: F[C:2]1[CH:7]=[C:6]([F:8])[CH:5]=[CH:4][C:3]=1[C:9]1[N:14]=[CH:13][N:12]=[C:11]([NH:15][C:16]2[CH:21]=[CH:20][CH:19]=[C:18]([CH2:22][S:23]([CH3:26])(=[O:25])=[O:24])[CH:17]=2)[N:10]=1.[CH:27]1([OH:31])[CH2:30][CH2:29][CH2:28]1>>[CH:27]1([O:31][C:2]2[CH:7]=[C:6]([F:8])[CH:5]=[CH:4][C:3]=2[C:9]2[N:14]=[CH:13][N:12]=[C:11]([NH:15][C:16]3[CH:21]=[CH:20][CH:19]=[C:18]([CH2:22][S:23]([CH3:26])(=[O:25])=[O:24])[CH:17]=3)[N:10]=2)[CH2:30][CH2:29][CH2:28]1. Reported procedure: Starting with 4-(2,4-difluorophenyl)-N-{3-[(methylsulfonyl)methyl]phenyl}-1,3,5-triazin-2-amine (70 mg; 0.184 mmol), intermediate 42.1, and cyclobutanol (53.6 mg; 0.736 mmol), example 64 was prepared analogously to the procedure for the preparation of example 42. The reactants are C12(CC3CC(CC(C1)C3)C2)CO (adamantan-1-ylmethanol), C1(CCCC1)CO (cyclopentylmethanol), ClC=1C(=CC(=C(C(=O)NS(=O)(=O)C)C1)F)F (5-chloro-2,4-difluoro-N-(methylsulfonyl)benzamide), ClC=1C(=CC(=C(C(=O)NS(N(C)C)(=O)=O)C1)F)F (5-chloro-N—(N,N-dimethylsulfamoyl)-2,4-difluorobenzamide). Product: ClC=1C(=CC(=C(C(=O)NS(N(C)C)(=O)=O)C1)F)OCC1CCCC1 (5-chloro-4-(cyclopentylmethoxy)-N—(N,N-dimethylsulfamoyl)-2-fluorobenzamide), solid. Yield: 32.0%. Reaction SMILES: ClC1[C:3](F)=[CH:4][C:5](F)=[C:6]([CH:14]=1)[C:7](NS(C)(=O)=O)=[O:8].[Cl:17][C:18]1[C:19](F)=[CH:20][C:21]([F:33])=[C:22]([CH:32]=1)[C:23]([NH:25][S:26](=[O:31])(=[O:30])[N:27]([CH3:29])[CH3:28])=[O:24].C12(CO)CC3CC(CC(C3)C1)C2.C1(CO)CCCC1>>[Cl:17][C:18]1[C:19]([O:8][CH2:7][CH:6]2[CH2:5][CH2:4][CH2:3][CH2:14]2)=[CH:20][C:21]([F:33])=[C:22]([CH:32]=1)[C:23]([NH:25][S:26](=[O:31])(=[O:30])[N:27]([CH3:29])[CH3:28])=[O:24]. Procedure: Following the procedure as described in Example 8 and making variations as required to replace 5-chloro-2,4-difluoro-N-(methylsulfonyl)benzamide with 5-chloro-N—(N,N-dimethylsulfamoyl)-2,4-difluorobenzamide and adamantan-1-ylmethanol with cyclopentylmethanol, the title compound was obtained as a colorless solid (0.12 g, 32%): 1H NMR (300 MHz, DMSO-d6) δ 11.77 (s, 1H), 7.73 (d, J=7.4 Hz, 1H), 7.24 (d, J=12.4 Hz, 1H), 4.03 (d, J=6.8 Hz, 2H), 2.87 (s, 6H), 2.39-2.29 (m, 1H), 1.82-1.72 (m, 2H), 1.65...